From a dataset of the Open Reaction Database (ORD), a public repository of structured organic reaction records. describe an organic reaction: reactants, conditions, products, and yield Reactants: Cl (hydrochloric acid), C(C1=CC=CC=C1)OC(=O)CN1[C@@H](C(=O)[O-])CCC1 ((R)—N-benzyloxycarbonylmethylprolinate), C(CCC)[Li] (n-butyl lithium), resultant mixture, C(C)#N (acetonitrile). Solvent: O (Water), C(C)OCC (Ethyl ether), C1CCOC1 (THF). Conditions: temperature -78 celsius, time 30 minute. Yields the product C(#N)CC(=O)[C@@H]1NCCC1.C(=O)OCC1=CC=CC=C1 ((R)-2-(2-cyanoacetyl)pyrrolidine 1-benzyl Formate). Yield: 87.2%. RXN SMILES: [C:1](#[N:3])[CH3:2].C([Li])CCC.[CH2:9]([O:16][C:17](C[N:20]1[CH2:27][CH2:26][CH2:25][C@@H:21]1[C:22]([O-])=[O:23])=[O:18])[C:10]1[CH:15]=[CH:14][CH:13]=[CH:12][CH:11]=1.Cl>O.C(OCC)C.C1COCC1>[C:1]([CH2:2][C:22]([C@H:21]1[CH2:25][CH2:26][CH2:27][NH:20]1)=[O:23])#[N:3].[CH:17]([O:16][CH2:9][C:10]1[CH:15]=[CH:14][CH:13]=[CH:12][CH:11]=1)=[O:18] |f:7.8|. Reported procedure: Under nitrogen atmosphere, to a 1000 mL of reaction flask were added dried acetonitrile (15.54 mL, 298.6 mmol) and anhydrous THF (350 mL). The mixture was cooled to −78° C. To the mixture was slowly added n-butyl lithium (171 mL, 1.6 mol/L, 273.7 mmol). The resultant mixture reacted with stirring for 30 min at −78° C. A solution of the compound of Example 4A (65.51 g, 248.8 mmol) in THT (100 mL) was added. The reaction was further kept for 1 hr at −78° C. Then, the reaction was warmed to −20° C.... The reactants are N#CN.[Na] (monosodium cyanamide), ClC1=CC=C(C=C1)N=C=S (4-chlorophenylisothiocyanate). Run in C(C)O (ethanol). Run at time 1 hour. Yields the product C(#N)NC(=S)NC1=CC=C(C=C1)Cl (N-Cyano-N'-(4-chlorophenyl)thiourea). Isolated yield 86.8%. Reaction SMILES: [N:1]#[C:2][NH2:3].[Na].[Cl:5][C:6]1[CH:11]=[CH:10][C:9]([N:12]=[C:13]=[S:14])=[CH:8][CH:7]=1>C(O)C>[C:2]([NH:3][C:13]([NH:12][C:9]1[CH:10]=[CH:11][C:6]([Cl:5])=[CH:7][CH:8]=1)=[S:14])#[N:1] |f:0.1,^1:3|. Reported procedure: The suspension of monosodium cyanamide (1.9 g, 29.4 mmol) in absolute ethanol (50 mL) was slowly treated with 4-chlorophenylisothiocyanate (5.0 g, 29.4 mmol). The reaction was allowed to stir at room temperature for 1 hour and then heated at 75° C. for 4 hours. The reaction was cooled to room temperature and the colorless solid was filtered and washed with ethanol to give the title A compound (5.4 g), m.p. >250° C. Starting materials: O=C1CCC1, [BH3-]C#N, ClCCl, CC(=O)O, CO, CCCCCC, CCO, O=C1CCC(c2cc(F)c(OC3CCNCC3)c(F)c2)=NN1, [Na+], CN(C)C=O. The product is O=C1CCC(c2cc(F)c(OC3CCN(C4CCC4)CC3)c(F)c2)=NN1. As a reaction SMILES: [C:23]1(=[O:27])[CH2:24][CH2:25][CH2:26]1.[C:28]([BH3-:29])#[N:30].[CH2:52]([Cl:53])[Cl:54].[CH3:32][C:33](=[O:34])[OH:35].[CH3:41][OH:42].[CH3:43][CH2:44][CH2:45][CH2:46][CH2:47][CH3:48].[CH3:49][CH2:50][OH:51].[F:1][c:2]1[cH:3][c:4]([C:16]2=[N:21][NH:20][C:19](=[O:22])[CH2:18][CH2:17]2)[cH:5][c:6]([F:15])[c:7]1[O:8][CH:9]1[CH2:10][CH2:11][NH:12][CH2:13][CH2:14]1.[Na+:31].[O:36]=[CH:37][N:38]([CH3:39])[CH3:40]>>[F:1][c:2]1[cH:3][c:4]([C:16]2=[N:21][NH:20][C:19](=[O:22])[CH2:18][CH2:17]2)[cH:5][c:6]([F:15])[c:7]1[O:8][CH:9]1[CH2:10][CH2:11][N:12]([CH:23]2[CH2:24][CH2:25][CH2:26]2)[CH2:13][CH2:14]1. Starting materials: C(C1=CC=CC=C1)OC1=C(C=C2C(=CN=NC2=C1)OC=1C(=C2C=C(NC2=CC1)C)F)OC (7-benzyloxy-4-(4-fluoro-2-methylindol-5-yloxy)-6-methoxycinnoline), C(=O)[O-].[NH4+] (ammonium formate), O (water). Reagents/catalysts: [Pd] (palladium on charcoal). Run in CN(C)C=O (DMF). Product: FC1=C2C=C(NC2=CC=C1OC1=CN=NC2=CC(=C(C=C12)OC)O)C (4-(4-fluoro-2-methylindol-5-yloxy)-7-hydroxy-6-methoxycinnoline). The yield is 75.6%. RXN SMILES: C([O:8][C:9]1[CH:18]=[C:17]2[C:12]([C:13]([O:19][C:20]3[C:21]([F:30])=[C:22]4[C:26](=[CH:27][CH:28]=3)[NH:25][C:24]([CH3:29])=[CH:23]4)=[CH:14][N:15]=[N:16]2)=[CH:11][C:10]=1[O:31][CH3:32])C1C=CC=CC=1.C([O-])=O.[NH4+].O>[Pd].CN(C=O)C>[F:30][C:21]1[C:20]([O:19][C:13]2[C:12]3[C:17](=[CH:18][C:9]([OH:8])=[C:10]([O:31][CH3:32])[CH:11]=3)[N:16]=[N:15][CH:14]=2)=[CH:28][CH:27]=[C:26]2[C:22]=1[CH:23]=[C:24]([CH3:29])[NH:25]2 |f:1.2|. Reported procedure: A solution of 7-benzyloxy-4-(4-fluoro-2-methylindol-5-yloxy)-6-methoxycinnoline (500 mg, 1.17 mmol), (prepared as described in Example 3), ammonium formate (740 mg, 11.7 mmol), 10% palladium on charcoal (100 mg) and water (700 μl) in DMF (10 ml) was stirred for 2 hours at ambient temperature. The mixture was filtered on diatomaceous earth and the filtrate was evaporated under vacuum. The residue was triturated with a mixture of ether and pentane (1/1). The solid was filtered, washed with pentane... Reactants: ClC(Cl)Cl, Cl, O=S(=O)(Cl)c1ccc(Nc2ccnc3cc(C(F)(F)F)ccc23)cc1, CCN1CCCC1CN, [Na+], [Na+], O=C([O-])[O-]. Product: CCN1CCCC1CNS(=O)(=O)c1ccc(Nc2ccnc3cc(C(F)(F)F)ccc23)cc1. As a reaction SMILES: [CH:42]([Cl:43])([Cl:44])[Cl:45].[ClH:1].[F:2][C:3]([c:4]1[cH:5][cH:6][c:7]2[c:8]([NH:14][c:15]3[cH:16][cH:17][c:18]([S:21](=[O:22])(=[O:23])[Cl:24])[cH:19][cH:20]3)[cH:9][cH:10][n:11][c:12]2[cH:13]1)([F:25])[F:26].[NH2:33][CH2:34][CH:35]1[N:36]([CH2:40][CH3:41])[CH2:37][CH2:38][CH2:39]1.[Na+:27].[Na+:28].[O-:29][C:30](=[O:31])[O-:32]>>[F:2][C:3]([c:4]1[cH:5][cH:6][c:7]2[c:8]([NH:14][c:15]3[cH:16][cH:17][c:18]([S:21](=[O:22])(=[O:23])[NH:33][CH2:34][CH:35]4[N:36]([CH2:40][CH3:41])[CH2:37][CH2:38][CH2:39]4)[cH:19][cH:20]3)[cH:9][cH:10][n:11][c:12]2[cH:13]1)([F:25])[F:26]. Reactants: O (water), ice, OCCC1COC(OC1)(C)C (5-(2-hydroxyethyl)-2,2-dimethyl-1,3-dioxan), C(Br)(Br)(Br)Br (carbon tetrabromide), C1(=CC=CC=C1)P(C1=CC=CC=C1)C1=CC=CC=C1 (triphenyl-phosphine). Run in CN(C=O)C (N,N-dimethylformamide), C([O-])(O)=O.[Na+] (sodium bicarbonate). Run at temperature 0 celsius, time 0.5 hour. Yields the product BrCCC1COC(OC1)(C)C (5-(2-bromoethyl)-2,2-dimethyl-1,3-dioxan). The yield is 87.3%. As a reaction SMILES: O[CH2:2][CH2:3][CH:4]1[CH2:9][O:8][C:7]([CH3:11])([CH3:10])[O:6][CH2:5]1.C(Br)(Br)(Br)[Br:13].C1(P(C2C=CC=CC=2)C2C=CC=CC=2)C=CC=CC=1.O>CN(C)C=O.C(=O)(O)[O-].[Na+]>[Br:13][CH2:2][CH2:3][CH:4]1[CH2:9][O:8][C:7]([CH3:11])([CH3:10])[O:6][CH2:5]1 |f:5.6|. Reported procedure: To an ice-cooled solution of 5-(2-hydroxyethyl)-2,2-dimethyl-1,3-dioxan (6.08 g, 38 mmol) and carbon tetrabromide (18.90 g, 57 mmol) in N,N-dimethylformamide (110 ml), triphenyl-phosphine (14.95 g, 57 mmol) was added. The solution was stirred for 0.5 hour at 0° C. The solution was then diluted with saturated aqueous sodium bicarbonate (55 ml) followed by water (55 ml), and was extracted with hexane (2×150 ml). The combined organic layers were dried (magnesium sulphate) and the solvent removed. T... Reactants: C(C)(=O)[O-].[Na+] (sodium acetate), OC1=CC=C(C=C1)C(C)=O (p-hydroxyacetophenone), C(C)O (ethanol), Cl.NO (hydroxylamine hydrochloride). Run in O (water). Yields the product OC1=CC=C(C=C1)C(C)=NO (p-hydroxyacetophenone oxime). Isolated yield 84.4%. Reaction SMILES: C([O-])(=O)C.[Na+].[OH:6][C:7]1[CH:12]=[CH:11][C:10]([C:13](=O)[CH3:14])=[CH:9][CH:8]=1.C(O)C.Cl.[NH2:20][OH:21]>O>[OH:6][C:7]1[CH:12]=[CH:11][C:10]([C:13](=[N:20][OH:21])[CH3:14])=[CH:9][CH:8]=1 |f:0.1,4.5|. Reported procedure: 115.2 g (1.405 moles) of sodium acetate, 108.9 g (0.800 mole) of p-hydroxyacetophenone and 1000 ml of ethanol were added to a solution of 56.8 g (0.817 mole) of hydroxylamine hydrochloride in 1000 ml of water, and then the mixture was refluxed for 4 hours. At the end of this time, the reaction mixture was concentrated by evaporation under reduced pressure to a volume of about 500 ml, and the concentrate was allowed to cool at room temperature for 23 hours to precipitate crystals. The crystals we...